From a dataset of the Open Reaction Database (ORD), a public repository of structured organic reaction records. describe an organic reaction: reactants, conditions, products, and yield The reactants are ClC1=NC=CC(=C1)NC=C(C(=O)OCC)C1=CC=C(C=C1)Cl (ethyl α-[[(2-chloro-4-pyridinyl)amino]methylene]-(4-chlorophenyl)acetate). Run in hexanes, C1(=CC=CC=C1)OC1=CC=CC=C1 (phenylether). The product is ClC1=C2C(C(=CNC2=CC=N1)C1=CC=C(C=C1)Cl)=O (5-Chloro-3-(4-chlorophenyl)-1,4-dihydro-4-oxo-1,6-naphthyridine). As a reaction SMILES: [Cl:1][C:2]1[CH:7]=[C:6]([NH:8][CH:9]=[C:10]([C:16]2[CH:21]=[CH:20][C:19]([Cl:22])=[CH:18][CH:17]=2)[C:11]([O:13]CC)=O)[CH:5]=[CH:4][N:3]=1>C1(OC2C=CC=CC=2)C=CC=CC=1>[Cl:1][C:2]1[N:3]=[CH:4][CH:5]=[C:6]2[C:7]=1[C:11](=[O:13])[C:10]([C:16]1[CH:17]=[CH:18][C:19]([Cl:22])=[CH:20][CH:21]=1)=[CH:9][NH:8]2. Reported procedure: Solid ethyl α-[[(2-chloro-4-pyridinyl)amino]methylene]-(4-chlorophenyl)acetate (4.0 g) was added in portions to refluxing phenylether (50 mL). After 20 min at reflux, the reaction was allowed to cool and diluted with hexanes. The precipitate that formed was collected and washed with hexanes. Purification by preparative RPHPLC gave the title compound as a light yellow solid. Starting materials: CCCCc1nc(C)c(C=O)n1-c1c(F)cccc1Cl, CCCCc1ncc(C=C(Cc2cccs2)C(=O)OC)n1Cc1c(F)cccc1Cl, COCCOC, CCCCCC, CCOC(C)=O, [H-], [Na+]. Yields the product CCCCc1ncc(C=C(Cc2cccs2)C(=O)O)n1Cc1c(F)cccc1Cl. RXN SMILES: [CH2:1]([c:2]1[n:3](-[c:4]2[c:5]([F:6])[cH:7][cH:8][cH:9][c:10]2[Cl:11])[c:12]([CH:13]=[O:14])[c:15]([CH3:16])[n:17]1)[CH2:18][CH2:19][CH3:20].[CH2:35]([CH2:36][CH2:37][CH3:38])[c:39]1[n:40]([CH2:56][c:57]2[c:58]([Cl:64])[cH:59][cH:60][cH:61][c:62]2[F:63])[c:41]([CH:44]=[C:45]([C:46](=[O:47])[O:48][CH3:49])[CH2:50][c:51]2[s:52][cH:53][cH:54][cH:55]2)[cH:42][n:43]1.[CH3:23][O:24][CH2:25][CH2:26][O:27][CH3:28].[CH3:29][CH2:30][CH2:31][CH2:32][CH2:33][CH3:34].[CH3:65][CH2:66][O:67][C:68](=[O:69])[CH3:70].[H-:21].[Na+:22]>>[CH2:35]([CH2:36][CH2:37][CH3:38])[c:39]1[n:40]([CH2:56][c:57]2[c:58]([Cl:64])[cH:59][cH:60][cH:61][c:62]2[F:63])[c:41]([CH:44]=[C:45]([C:46](=[O:47])[OH:48])[CH2:50][c:51]2[s:52][cH:53][cH:54][cH:55]2)[cH:42][n:43]1. The reactants are O=C(n1ccnc1)n1ccnc1, C=CCC(C)(C)CO, Cl, COC(=O)C(N)C1CCCCC1, CN(C)C=O. Product: C=CCC(C)(C)COC(=O)NC(C(=O)OC)C1CCCCC1. RXN SMILES: [C:1](=[O:2])([n:3]1[cH:4][cH:5][n:6][cH:7]1)[n:8]1[cH:9][cH:10][n:11][cH:12]1.[CH3:13][C:14]([CH2:15][OH:16])([CH2:17][CH:18]=[CH2:19])[CH3:20].[ClH:21].[NH2:22][CH:23]([C:24](=[O:25])[O:26][CH3:27])[CH:28]1[CH2:29][CH2:30][CH2:31][CH2:32][CH2:33]1.[O:34]=[CH:35][N:36]([CH3:37])[CH3:38]>>[C:1](=[O:2])([O:16][CH2:15][C:14]([CH3:13])([CH2:17][CH:18]=[CH2:19])[CH3:20])[NH:22][CH:23]([C:24](=[O:25])[O:26][CH3:27])[CH:28]1[CH2:29][CH2:30][CH2:31][CH2:32][CH2:33]1. Reactants: NC1CCN(CC1)CC1=CC2=CC=CC=C2C=C1 (4-Amino-1-(naphth-2-ylmethyl)piperidine), C(C1=CC=CC=C1)(=O)NC#N (benzoyl cyanamide). The solvent is C1(=CC=CC=C1)C (toluene). The product is C(C1=CC=CC=C1)(=O)NC(=N)NC1CCN(CC1)CC1=CC2=CC=CC=C2C=C1 (1-Benzoyl-3-[1-(naphth-2-ylmehtyl)piperid-4-yl]guanidine). The yield is 40.4%. RXN SMILES: [NH2:1][CH:2]1[CH2:7][CH2:6][N:5]([CH2:8][C:9]2[CH:18]=[CH:17][C:16]3[C:11](=[CH:12][CH:13]=[CH:14][CH:15]=3)[CH:10]=2)[CH2:4][CH2:3]1.[C:19]([NH:27][C:28]#[N:29])(=[O:26])[C:20]1[CH:25]=[CH:24][CH:23]=[CH:22][CH:21]=1>C1(C)C=CC=CC=1>[C:19]([NH:27][C:28]([NH:1][CH:2]1[CH2:3][CH2:4][N:5]([CH2:8][C:9]2[CH:18]=[CH:17][C:16]3[C:11](=[CH:12][CH:13]=[CH:14][CH:15]=3)[CH:10]=2)[CH2:6][CH2:7]1)=[NH:29])(=[O:26])[C:20]1[CH:25]=[CH:24][CH:23]=[CH:22][CH:21]=1. Procedure: 4-Amino-1-(naphth-2-ylmethyl)piperidine (1.0 g, 0.0042 m) and benzoyl cyanamide (0.67 g, 0.0042 m) in toluene (100 cm3) were refluxed for 15 hours. The solvent was evaporated and the residue recrystallised from the minimum amount of isopropyl alcohol and recrystallised twice more from ethanol to give 0.65 g of the title compound, m.p. dihydrochloride quarter hydrate, m.p. 260°-262° C.